Dataset: the Open Reaction Database (ORD), a public repository of structured organic reaction records. Task: describe an organic reaction: reactants, conditions, products, and yield Reactants: C(CC1=CC=CC=C1)NN (phenethyl hydrazine), O=C(C(=O)OCC)CC(C)=O (ethyl 2,4-dioxovalerate), 1. The solvent is C(Cl)Cl (CH2Cl2). The product is CC1=CC(=NN1CCC1=CC=CC=C1)C(=O)OCC (Ethyl 5-methyl-1-phenethylpyrazole-3-carboxylate). Reaction SMILES: [CH2:1]([NH:9][NH2:10])[CH2:2][C:3]1[CH:8]=[CH:7][CH:6]=[CH:5][CH:4]=1.O=[C:12]([CH2:18][C:19](=O)[CH3:20])[C:13]([O:15][CH2:16][CH3:17])=[O:14]>C(Cl)Cl>[CH3:20][C:19]1[N:9]([CH2:1][CH2:2][C:3]2[CH:8]=[CH:7][CH:6]=[CH:5][CH:4]=2)[N:10]=[C:12]([C:13]([O:15][CH2:16][CH3:17])=[O:14])[CH:18]=1. Procedure: The title compound was prepared from phenethyl hydrazine (3.92 g, 0.029M)(obtained by the method of J. H. Biel U.S. Pat. No. 3,000,903) and ethyl 2,4-dioxovalerate (4.55 g, 0.029M) as described in Example 1, Preparation 1 as a yellow oil (3.84 g, 52%); νmax (CH2Cl2) 1720 cm-1 ; Reactants: CN1C(N(C(C=2C1=CN(C2B(O)O)COCC[Si](C)(C)C)=O)C)=O (1,3-dimethyl-2,4-dioxo-6-((2-(trimethylsilyl)ethoxy)methyl)-2,3,4,6-tetrahydro-1H-pyrrolo[3,4-d]pyrimidin-5-ylboronic acid), BrC1=CC(=CC=C1)F (1-bromo-3-fluorobenzene), Pd-118, [OH-].[Ba+2].[OH-] (barium hydroxide), O (Water). The solvent is C(C)(=O)OCCCC (n-butyl acetate), Cl (HCl). Run at temperature 80 celsius, time 30 minute. Product: FC=1C=C(C=CC1)C=1N(C=C2N(C(N(C(C21)=O)C)=O)C)COCC[Si](C)(C)C (5-(3-fluorophenyl)-1,3-dimethyl-6-((2-(trimethylsilyl)ethoxy)methyl)-1H-pyrrolo[3,4-d]pyrimidine-2,4(3H,6H)-dione). As a reaction SMILES: [CH3:1][N:2]1[C:7]2=[CH:8][N:9]([CH2:14][O:15][CH2:16][CH2:17][Si:18]([CH3:21])([CH3:20])[CH3:19])[C:10](B(O)O)=[C:6]2[C:5](=[O:22])[N:4]([CH3:23])[C:3]1=[O:24].Br[C:26]1[CH:31]=[CH:30][CH:29]=[C:28]([F:32])[CH:27]=1.[OH-].[Ba+2].[OH-].O>C(OCCCC)(=O)C.Cl>[F:32][C:28]1[CH:27]=[C:26]([C:10]2[N:9]([CH2:14][O:15][CH2:16][CH2:17][Si:18]([CH3:21])([CH3:20])[CH3:19])[CH:8]=[C:7]3[C:6]=2[C:5](=[O:22])[N:4]([CH3:23])[C:3](=[O:24])[N:2]3[CH3:1])[CH:31]=[CH:30][CH:29]=1 |f:2.3.4|. Procedure: A mixture of 1,3-dimethyl-2,4-dioxo-6-((2-(trimethylsilyl)ethoxy)methyl)-2,3,4,6-tetrahydro-1H-pyrrolo[3,4-d]pyrimidin-5-ylboronic acid (Intermediate Ga Step 2) (7.31 g, 20.7 mmol), 1-bromo-3-fluorobenzene (2.10 mL, 18.8 mmol), Pd-118 (245 mg, 0.38 mmol), and barium hydroxide (6.44 g, 37.6 mmol) in n-butyl acetate (64 mL) was heated to 80° C. Water (4.06 mL, 226.0 mmol) was added and the mixture was stirred vigorously at 80° C. for 30 minutes. The reaction mixture was cooled to room temperature ...